From a dataset of the Open Reaction Database (ORD), a public repository of structured organic reaction records. describe an organic reaction: reactants, conditions, products, and yield The reactants are C(C1=CC=CC=C1)OC(=O)N(C12CCC(CC1)(CC2)C(=O)ON2N=NC1=C2C=CC=C1)CC(=O)N1[C@@H](C[C@@H](C1)F)C#N ((2S,4S)-1-[[N-benzyloxycarbonyl-N-[4-(benzotriazol-1-yl)oxycarbonylbicyclo[2.2.2]oct-1-yl]amino]acetyl]-4-fluoropyrrolidine-2-carbonitrile), N1=CC(=CC=C1)CN (3-pyridylmethylamine). The product is C(C1=CC=CC=C1)OC(=O)N(C12CCC(CC1)(CC2)C(=O)NCC=2C=NC=CC2)CC(=O)N2[C@@H](C[C@@H](C2)F)C#N ((2S,4S)-1-[[N-benzyloxycarbonyl-N-[4-(N-3-pyridylmethylamino)carbonylbicyclo[2.2.2]oct-1-yl]amino]acetyl]-4-fluoropyrrolidine-2-carbonitrile). Reaction SMILES: [CH2:1]([O:8][C:9]([N:11]([CH2:32][C:33]([N:35]1[CH2:39][C@@H:38]([F:40])[CH2:37][C@H:36]1[C:41]#[N:42])=[O:34])[C:12]12[CH2:19][CH2:18][C:15]([C:20](ON3C4C=CC=CC=4N=N3)=[O:21])([CH2:16][CH2:17]1)[CH2:14][CH2:13]2)=[O:10])[C:2]1[CH:7]=[CH:6][CH:5]=[CH:4][CH:3]=1.[N:43]1[CH:48]=[CH:47][CH:46]=[C:45]([CH2:49][NH2:50])[CH:44]=1>>[CH2:1]([O:8][C:9]([N:11]([CH2:32][C:33]([N:35]1[CH2:39][C@@H:38]([F:40])[CH2:37][C@H:36]1[C:41]#[N:42])=[O:34])[C:12]12[CH2:13][CH2:14][C:15]([C:20]([NH:50][CH2:49][C:45]3[CH:44]=[N:43][CH:48]=[CH:47][CH:46]=3)=[O:21])([CH2:18][CH2:19]1)[CH2:16][CH2:17]2)=[O:10])[C:2]1[CH:7]=[CH:6][CH:5]=[CH:4][CH:3]=1. Reported procedure: In a similar manner to Example 4, (2S,4S)-1-[[N-benzyloxycarbonyl-N-[4-(benzotriazol-1-yl)oxycarbonylbicyclo[2.2.2]oct-1-yl]amino]acetyl]-4-fluoropyrrolidine-2-carbonitrile (50.0 mg) and 3-pyridylmethylamine (12.0 μL) were used to obtain (2S,4S)-1-[[N-benzyloxycarbonyl-N-[4-(N-3-pyridylmethylamino)carbonylbicyclo[2.2.2]oct-1-yl]amino]acetyl]-4-fluoropyrrolidine-2-carbonitrile (36.2 mg). Reactants: CC(=O)O[BH-](OC(C)=O)OC(C)=O, CN(C)C1(c2ccccc2)CCC(=O)CC1, CC(=O)O, ClCCCl, Nc1cccc2c1Cc1ccccc1-2, [Na+]. The product is CN(C)C1(c2ccccc2)CCC(Nc2cccc3c2Cc2ccccc2-3)CC1. As a reaction SMILES: [C:35]([O:36][BH-:37]([O:38][C:39](=[O:40])[CH3:41])[O:42][C:43](=[O:44])[CH3:45])(=[O:46])[CH3:47].[CH3:15][N:16]([C:17]1([c:24]2[cH:25][cH:26][cH:27][cH:28][cH:29]2)[CH2:18][CH2:19][C:20](=[O:23])[CH2:21][CH2:22]1)[CH3:30].[CH3:31][C:32](=[O:33])[OH:34].[Cl:49][CH2:50][CH2:51][Cl:52].[NH2:1][c:2]1[cH:3][cH:4][cH:5][c:6]2[c:14]1[CH2:13][c:12]1[c:7]-2[cH:8][cH:9][cH:10][cH:11]1.[Na+:48]>>[NH:1]([c:2]1[cH:3][cH:4][cH:5][c:6]2[c:14]1[CH2:13][c:12]1[c:7]-2[cH:8][cH:9][cH:10][cH:11]1)[CH:20]1[CH2:19][CH2:18][C:17]([N:16]([CH3:15])[CH3:30])([c:24]2[cH:25][cH:26][cH:27][cH:28][cH:29]2)[CH2:22][CH2:21]1. The reactants are O=[N+]([O-])[O-].[O-][N+]([O-])=O.[O-][N+]([O-])=O.[O-][N+]([O-])=O.[O-][N+]([O-])=O.[O-][N+]([O-])=O.[Ce+4].[NH4+].[NH4+] (CAN), CCCCCCC (heptane), C(C)(C)(C)C=1C(=C(C(=C(C1)O)C)C)O (5-tert-butyl-2,3-dimethyl-benzene-1,4-diol), CCOC(=O)C (EtOAc). Run in O (water), CC(C)(C)OC (MTBE), CC#N (MeCN). Run at time 1 hour. Product: C(C)(C)(C)C=1C(C(=C(C(C1)=O)C)C)=O (5-tert-butyl-2,3-dimethyl-[1,4]benzoquinone). As a reaction SMILES: [C:1]([C:5]1[C:6]([OH:14])=[C:7]([CH3:13])[C:8]([CH3:12])=[C:9]([OH:11])[CH:10]=1)([CH3:4])([CH3:3])[CH3:2].O=[N+]([O-])[O-].[O-][N+](=O)[O-].[O-][N+](=O)[O-].[O-][N+](=O)[O-].[O-][N+](=O)[O-].[O-][N+](=O)[O-].[Ce+4].[NH4+].[NH4+].CCOC(C)=O.CCCCCCC>CC#N.O.CC(OC)(C)C>[C:1]([C:5]1[C:6](=[O:14])[C:7]([CH3:13])=[C:8]([CH3:12])[C:9](=[O:11])[CH:10]=1)([CH3:4])([CH3:2])[CH3:3] |f:1.2.3.4.5.6.7.8.9|. Procedure: To a 500 ml round bottom flask equipped with a stir-bar was added crude 5-tert-butyl-2,3-dimethyl-benzene-1,4-diol as a solution in MeCN (200 ml). To the stirring solution at room temperature was added CAN (114 g, 220 mmole) as a solution in water (200 ml) in one portion. The biphasic reaction mixture was stirred vigorously at room temperature for one hour, after which time no further reaction was detected by TLC analysis (20% EtOAc:heptane). The reaction mixture was poured into MTBE (500 ml). T... Reactants: BrC1=CC(OC1)=O (4-bromofuran-2(5H)-one), CCN(C(C)C)C(C)C (Hunig's Base), C1CN(CCC12CNCCC2)C(=O)OC(C)(C)C (tert-butyl 3,8-diazaspiro[5,5]undecane-3-carboxylate). Solvent: C1CCOC1 (THF). Conditions: temperature 76 celsius, time 8 hour. Yields the product O=C1C=C(CO1)N1CC2(CCC1)CCN(CC2)C(=O)OC(C)(C)C (tert-Butyl 2-(5-oxo-2,5-dihydrofuran-3-yl)-2,9-diazaspiro[5.5]undecane-9-carboxylate). As a reaction SMILES: Br[C:2]1[CH2:6][O:5][C:4](=[O:7])[CH:3]=1.CCN(C(C)C)C(C)C.[CH2:17]1[C:22]2([CH2:27][CH2:26][CH2:25][NH:24][CH2:23]2)[CH2:21][CH2:20][N:19]([C:28]([O:30][C:31]([CH3:34])([CH3:33])[CH3:32])=[O:29])[CH2:18]1>C1COCC1>[O:7]=[C:4]1[O:5][CH2:6][C:2]([N:24]2[CH2:25][CH2:26][CH2:27][C:22]3([CH2:17][CH2:18][N:19]([C:28]([O:30][C:31]([CH3:34])([CH3:33])[CH3:32])=[O:29])[CH2:20][CH2:21]3)[CH2:23]2)=[CH:3]1. Procedure details: To commercially available 4-bromofuran-2(5H)-one (128 mg, 0.786 mmol) in THF (4 mL) was added Hunig's Base (275 μL, 1.57 mmol) and tert-butyl 3,8-diazaspiro[5,5]undecane-3-carboxylate (200 mg, 0.786 mmol). The reaction mixture was stirred at 76° C. overnight, concentrated and purified by column chromatography (0-10% MeOH in DCM) to afford the title compound. LCMS: [(M+1)]+=337 Starting materials: COC(=O)[C@H]1CC[C@H](CC1)OC1=CC=C(C(=O)OC(C)(C)C)C=C1 (tert-butyl cis-4-(4-methoxycarbonylcyclohexyloxy)benzoate), FC(C(=O)O)(F)F (trifluoroacetic acid). Run in ClCCl (dichloromethane). Run at temperature 4 celsius. The product is COC(=O)[C@H]1CC[C@H](CC1)OC1=CC=C(C(=O)O)C=C1 (cis-4-(4-methoxycarbonylcyclohexyloxy)benzoic acid). The yield is 60.2%. RXN SMILES: C[O:2][C:3]([C@@H:5]1[CH2:10][CH2:9][C@H:8]([O:11][C:12]2[CH:24]=[CH:23][C:15]([C:16]([O:18][C:19](C)(C)C)=[O:17])=[CH:14][CH:13]=2)[CH2:7][CH2:6]1)=[O:4].FC(F)(F)C(O)=O>ClCCl>[CH3:19][O:18][C:16]([C@@H:15]1[CH2:23][CH2:24][C@H:12]([O:11][C:8]2[CH:7]=[CH:6][C:5]([C:3]([OH:4])=[O:2])=[CH:10][CH:9]=2)[CH2:13][CH2:14]1)=[O:17]. Reported procedure: 0.6 g of tert-butyl cis-4-(4-methoxycarbonylcyclohexyloxy)benzoate (1.79 mmol, 1 eq.) is placed in 2.5 mL of dichloromethane. The reaction medium is cooled to a temperature of 4° C. with stirring in an ice bath. 1 mL of trifluoroacetic acid (13.46 mmol, 7.5 eq.) is added and the ice bath is removed. After stirring for 5 hours at room temperature, the medium is concentrated, taken up in diethyl ether, drained and filtered to give 0.30 g of cis-4-(4-methoxycarbonylcyclohexyloxy)benzoic acid. M+H+=... The reactants are [Si](C)(C)(C(C)(C)C)O[C@@H]1CCN2/C(/O[C@@H]([C@@H]21)C(F)(F)F)=N/C2=C(C(=C(C#N)C=C2)Cl)C (Z-4-[(1S,7R, 7aR)-7-(tert-butyldimethylsilanyloxy)-1-trifluoromethyl-hexahydro-pyrrolo[1,2-c]oxazol-3-ylideneamino]-2-chloro-3-methyl-benzonitrile), CCCC[N+](CCCC)(CCCC)CCCC.[F-] (TBAF), [Cl-].[NH4+] (ammonium chloride), CCOC(=O)C (EtOAc). The solvent is C1CCOC1 (THF), C1CCOC1 (THF). Conditions: time 2 hour. The product is O[C@@H]1CCN2/C(/O[C@@H]([C@@H]21)C(F)(F)F)=N/C2=C(C(=C(C#N)C=C2)Cl)C (Z-4-[(1S,7R,7aS)-7-hydroxy-1-trifluoromethyl-tetrahydro-pyrrolo[1,2-c]oxazol-3-ylideneamino]-2-chloro-3-methyl-benzonitrile). The yield is 47.0%. As a reaction SMILES: [Si]([O:8][C@H:9]1[C@@H:16]2[N:12](/[C:13](=[N:21]/[C:22]3[CH:29]=[CH:28][C:25]([C:26]#[N:27])=[C:24]([Cl:30])[C:23]=3[CH3:31])/[O:14][C@@H:15]2[C:17]([F:20])([F:19])[F:18])[CH2:11][CH2:10]1)(C(C)(C)C)(C)C.CCCC[N+](CCCC)(CCCC)CCCC.[F-].[Cl-].[NH4+].CCOC(C)=O>C1COCC1>[OH:8][C@H:9]1[C@@H:16]2[N:12](/[C:13](=[N:21]/[C:22]3[CH:29]=[CH:28][C:25]([C:26]#[N:27])=[C:24]([Cl:30])[C:23]=3[CH3:31])/[O:14][C@@H:15]2[C:17]([F:18])([F:20])[F:19])[CH2:11][CH2:10]1 |f:1.2,3.4|. Procedure: To 7G (140 mg, 0.296 mmol) in THF (2 mL) was added a 1 M THF solution of TBAF (0.400 1 nL, 0.400 mmol). After stirring at rt for 2 h, saturated aqueous ammonium chloride and EtOAc were added and the layers were separated. The organic layer was washed with brine then dried (MgSO4), filtered and concentrated. The resulting residue was purified twice via preparative HPLC (YMC ODS C-1 8, 30×100 mm, eluting with 50-80% solvent B (A=90% H2O-10% MeOH and B=10% H2O-90% MeOH) over 15 min; Flow rate at 40... The yield is 90.7%. As a reaction SMILES: [CH3:1][N:2]1[CH2:6][CH2:5][C@H:4]([O:7][C:8]2[CH:9]=[C:10]([CH:15]=[C:16]([O:18][CH2:19][C:20]3[CH:25]=[CH:24][CH:23]=[CH:22][CH:21]=3)[CH:17]=2)[C:11]([O:13]C)=[O:12])[C:3]1=[O:26].CO.[OH-].[Li+].O>C1COCC1>[CH3:1][N:2]1[CH2:6][CH2:5][C@H:4]([O:7][C:8]2[CH:9]=[C:10]([CH:15]=[C:16]([O:18][CH2:19][C:20]3[CH:25]=[CH:24][CH:23]=[CH:22][CH:21]=3)[CH:17]=2)[C:11]([OH:13])=[O:12])[C:3]1=[O:26] |f:2.3|. Procedure details: Methyl 3-[(3S)-1-methyl-2-oxo-pyrrolidin-3-yl]oxy-5-phenylmethoxy-benzoate (Intermediate 9) (2.4 g, 6.8 mmol) was dissolved in THF (45 mL), methanol (15 mL) and 1 N lithiumhydroxide (8.1 mL). Water (60 mL) was added dropwise until the solution went cloudy and the resultant solution was stirred for 3 hours at room temperature. The organics were removed by evaporation under reduced pressure, the aqueous solution was filtered, acidified with 2N hydrochloric acid, extracted with ethyl acetate (3×20 ... The product is CN1C([C@H](CC1)OC=1C=C(C(=O)O)C=C(C1)OCC1=CC=CC=C1)=O (3-[(3S)-1-Methyl-2-oxo-pyrrolidin-3-yl]oxy-5-phenylmethoxy-benzoic acid). The solvent is C1CCOC1 (THF). Reactants: CN1C([C@H](CC1)OC=1C=C(C(=O)OC)C=C(C1)OCC1=CC=CC=C1)=O (methyl 3-[(3S)-1-methyl-2-oxo-pyrrolidin-3-yl]oxy-5-phenylmethoxy-benzoate), CN1C([C@H](CC1)OC=1C=C(C(=O)OC)C=C(C1)OCC1=CC=CC=C1)=O (methyl 3-[(3S)-1-methyl-2-oxo-pyrrolidin-3-yl]oxy-5-phenylmethoxy-benzoate), [OH-].[Li+] (lithiumhydroxide), O (Water), CO (methanol), resultant solution.